describe an organic reaction: reactants, conditions, products, and yield From a dataset of the Open Reaction Database (ORD), a public repository of structured organic reaction records. Starting materials: O=C(O)c1cc(S(=O)(=O)Cl)ccc1OC(F)(F)F, [Na+], [Na+], [Na+], [OH-], O, O=S([O-])[O-], O=S(=O)(O)O. Yields the product O=C(O)c1cc(S(=O)O)ccc1OC(F)(F)F. RXN SMILES: [Cl:1][S:2](=[O:3])(=[O:4])[c:5]1[cH:6][cH:7][c:8]([O:14][C:15]([F:16])([F:17])[F:18])[c:9]([C:10](=[O:11])[OH:12])[cH:13]1.[Na+:23].[Na+:24].[Na+:26].[OH-:25].[OH2:32].[S:19]([O-:20])([O-:21])=[O:22].[S:27](=[O:28])(=[O:29])([OH:30])[OH:31]>>[S:2](=[O:3])([OH:4])[c:5]1[cH:6][cH:7][c:8]([O:14][C:15]([F:16])([F:17])[F:18])[c:9]([C:10](=[O:11])[OH:12])[cH:13]1. Reaction SMILES: [Al+3:12].[CH3:1][C:2]([C:3]#[N:4])([CH3:5])[c:6]1[cH:7][s:8][cH:9][cH:10]1.[H-:11].[H-:14].[H-:15].[H-:16].[Li+:13]>>[CH3:1][C:2]([CH2:3][NH2:4])([CH3:5])[c:6]1[cH:7][s:8][cH:9][cH:10]1. Reactants: [Al+3], CC(C)(C#N)c1ccsc1, [H-], [H-], [H-], [H-], [Li+]. Yields the product CC(C)(CN)c1ccsc1.